This data is from the Open Reaction Database (ORD), a public repository of structured organic reaction records. The task is: describe an organic reaction: reactants, conditions, products, and yield Reactants: Cc1cn(-c2ccc(N3CC(CS(C)(=O)=O)OC3=O)cc2F)nn1, [N-]=[N+]=[N-], [Na+], CN(C)C=O. The product is Cc1cn(-c2ccc(N3CC(CN=[N+]=[N-])OC3=O)cc2F)nn1. RXN SMILES: [F:1][c:2]1[cH:3][c:4]([N:14]2[C:15](=[O:24])[O:16][CH:17]([CH2:19][S:20]([CH3:21])(=[O:22])=[O:23])[CH2:18]2)[cH:5][cH:6][c:7]1-[n:8]1[n:9][n:10][c:11]([CH3:13])[cH:12]1.[N-:26]=[N+:27]=[N-:28].[Na+:25].[O:29]=[CH:30][N:31]([CH3:32])[CH3:33]>>[F:1][c:2]1[cH:3][c:4]([N:14]2[C:15](=[O:24])[O:16][CH:17]([CH2:19][N:26]=[N+:27]=[N-:28])[CH2:18]2)[cH:5][cH:6][c:7]1-[n:8]1[n:9][n:10][c:11]([CH3:13])[cH:12]1.